From a dataset of the Open Reaction Database (ORD), a public repository of structured organic reaction records. describe an organic reaction: reactants, conditions, products, and yield Starting materials: CCOc1cccc2c1C(=O)CO2, CC(=O)[O-], CCO, Cl, NO, [Na+], O. Yields the product CCOc1cccc2c1C(=NO)CO2. Reaction SMILES: [CH2:1]([CH3:2])[O:3][c:4]1[cH:5][cH:6][cH:7][c:8]2[c:9]1[C:10](=[O:13])[CH2:11][O:12]2.[CH3:15][C:16](=[O:17])[O-:18].[CH3:22][CH2:23][OH:24].[ClH:19].[NH2:20][OH:21].[Na+:14].[OH2:25]>>[CH2:1]([CH3:2])[O:3][c:4]1[cH:5][cH:6][cH:7][c:8]2[c:9]1[C:10](=[N:20][OH:21])[CH2:11][O:12]2. Reactants: FC(C(=O)O)(F)F (trifluoroacetic acid), C(C)(C)(C)OC(=O)N1CCC(CC1)NC1=CC(N(C2=CC=C(C=C12)Cl)CC1=CC=NC=C1)=O (4-(6-Chloro-2-oxo-1-pyridin-4-ylmethyl-1,2-dihydroquinolin-4-ylamino)-piperidine-1-carboxylic acid t-butyl ester), BrCC1=CC2=CC=CC=C2C=C1 (2-(bromomethyl)naphthalene). The solvent is C(C)(=O)OCC (ethyl acetate), C(Cl)Cl (DCM). Reaction conditions: time 15 minute. Yields the product ClC=1C=C2C(=CC(N(C2=CC1)CC1=CC=NC=C1)=O)NC1CCN(CC1)CC1=CC2=CC=CC=C2C=C1 (6-Chloro-4-(1-naphthalen-2-ylmethyl-piperidin-4-ylamino)-1-pyridin-4-ylmethyl-1H-quinolin-2-one). Yield: 68.8%. As a reaction SMILES: C(O[C:6]([N:8]1[CH2:13][CH2:12][CH:11]([NH:14][C:15]2[C:24]3[C:19](=[CH:20][CH:21]=[C:22]([Cl:25])[CH:23]=3)[N:18]([CH2:26][C:27]3[CH:32]=[CH:31][N:30]=[CH:29][CH:28]=3)[C:17](=[O:33])[CH:16]=2)[CH2:10][CH2:9]1)=O)(C)(C)C.FC(F)(F)C(O)=O.BrC[C:43]1[CH:52]=[CH:51][C:50]2[C:45](=[CH:46][CH:47]=[CH:48][CH:49]=2)[CH:44]=1>C(Cl)Cl.C(OCC)(=O)C>[Cl:25][C:22]1[CH:21]=[C:20]2[C:19](=[CH:24][CH:23]=1)[N:18]([CH2:26][C:27]1[CH:32]=[CH:31][N:30]=[CH:29][CH:28]=1)[C:17](=[O:33])[CH:16]=[C:15]2[NH:14][CH:11]1[CH2:10][CH2:9][N:8]([CH2:6][C:43]2[CH:52]=[CH:51][C:50]3[C:45](=[CH:46][CH:47]=[CH:48][CH:49]=3)[CH:44]=2)[CH2:13][CH2:12]1. Procedure: 4-(6-Chloro-2-oxo-1-pyridin-4-ylmethyl-1,2-dihydroquinolin-4-ylamino)-piperidine-1-carboxylic acid t-butyl ester (0.58 g, 1.2 mmol) was dissolved in DCM (10 mL) and treated with trifluoroacetic acid (5 mL). The solution was stirred for 15 minutes before evaporating under reduced pressure. The crude amine was dissolved in acetonitrile (25 mL) prior to addition of sodium carbonate (1.22 g) and a drop of triethylamine. The mixture was stirred for 5 minutes before addition of 2-(bromomethyl)naphthal... The reactants are C1CCOC1, C[Si](C)(C)[N-][Si](C)(C)C, O=C(Cl)OCc1ccccc1, [Li+], O=C(O)Cc1c[nH]c2ccccc12. Product: O=C(O)Cc1cn(C(=O)OCc2ccccc2)c2ccccc12. RXN SMILES: [CH2:35]1[O:36][CH2:37][CH2:38][CH2:39]1.[CH3:15][Si:16]([N-:17][Si:18]([CH3:19])([CH3:20])[CH3:21])([CH3:22])[CH3:23].[Cl:24][C:25](=[O:26])[O:27][CH2:28][c:29]1[cH:30][cH:31][cH:32][cH:33][cH:34]1.[Li+:14].[OH:1][C:2](=[O:3])[CH2:4][c:5]1[cH:6][nH:7][c:8]2[cH:9][cH:10][cH:11][cH:12][c:13]12>>[OH:1][C:2](=[O:3])[CH2:4][c:5]1[cH:6][n:7]([C:25](=[O:26])[O:27][CH2:28][c:29]2[cH:30][cH:31][cH:32][cH:33][cH:34]2)[c:8]2[cH:9][cH:10][cH:11][cH:12][c:13]12. Starting materials: C(C1=CC=C(C(=O)O)C=C1)(=O)O.O (terephthalic acid water), C(C1=CC=C(C(=O)O)C=C1)(=O)O.O.C(CO)O (terephthalic acid water ethylene glycol). The solvent is C(CO)O (ethylene glycol). The product is C(C1=CC=C(C(=O)O)C=C1)(=O)O (terephthalic acid). As a reaction SMILES: [C:1]([OH:12])(=[O:11])[C:2]1[CH:10]=[CH:9][C:5]([C:6]([OH:8])=[O:7])=[CH:4][CH:3]=1.O.C(O)(=O)C1C=CC(C(O)=O)=CC=1.O.C(O)CO>C(O)CO>[C:1]([OH:12])(=[O:11])[C:2]1[CH:10]=[CH:9][C:5]([C:6]([OH:8])=[O:7])=[CH:4][CH:3]=1 |f:0.1,2.3.4|. Procedure: Next, 166 parts by mass of the obtained terephthalic acid/water slurry and 4150 parts by mass of ethylene glycol were placed in a centrifuge and mixed. The ratio by mass of the terephthalic acid/water/ethylene glycol was 1:1:50 at the point of being placed therein, and the solvent was removed from the slurry to yield a terephthalic acid cake. The ratio by mass of the terephthalic acid/water/ethylene glycol in the terephthalic acid cake was approximately 83:0.4:14.3. Procedure details: A stirred mixture of 4-(p-fluorophenyl) butanoic acid (23g; 0.126 mole) and 85% polyphosphoric acid (200g) was heated at 100° C for 4 hrs., cooled, and poured onto ice-water (800g). After through stirring the precipitated tetralone was filtered off, washed well with water, and recrystallised from ethanol to give 13.07g (63%) of material of m.p. 56°-57° C. (Found; C, 73.31; H, 5.72; C10H9FO requires; C, 73.13; H, 5,53%). Isolated yield 63.2%. Yields the product FC1=CC=C2CCCC(C2=C1)=O (7-Fluoro-1-tetralone). RXN SMILES: [F:1][C:2]1[CH:7]=[CH:6][C:5]([CH2:8][CH2:9][CH2:10][C:11]([OH:13])=O)=[CH:4][CH:3]=1.C1(=O)C2C(=CC=CC=2)CCC1>>[F:1][C:2]1[CH:3]=[C:4]2[C:5]([CH2:8][CH2:9][CH2:10][C:11]2=[O:13])=[CH:6][CH:7]=1. Reaction conditions: temperature 100 celsius. The reactants are C1(CCCC2=CC=CC=C12)=O (tetralone), FC1=CC=C(C=C1)CCCC(=O)O (4-(p-fluorophenyl) butanoic acid), polyphosphoric acid, ice water. Reactants: BrCc1ccccc1, O=C([O-])[O-], CN(C)C=O, [K+], [K+], O=C(O)Cc1ccc2c(c1)OCCO2, O. Yields the product O=C(Cc1ccc2c(c1)OCCO2)OCc1ccccc1. Reaction SMILES: [Br:21][CH2:22][c:23]1[cH:24][cH:25][cH:26][cH:27][cH:28]1.[C:15](=[O:16])([O-:17])[O-:18].[CH3:30][N:31]([CH3:32])[CH:33]=[O:34].[K+:19].[K+:20].[O:1]1[CH2:2][CH2:3][O:4][c:5]2[c:6]1[cH:7][cH:8][c:9]([CH2:11][C:12](=[O:13])[OH:14])[cH:10]2.[OH2:29]>>[O:1]1[CH2:2][CH2:3][O:4][c:5]2[c:6]1[cH:7][cH:8][c:9]([CH2:11][C:12](=[O:13])[O:14][CH2:22][c:23]1[cH:24][cH:25][cH:26][cH:27][cH:28]1)[cH:10]2. Reactants: OC1=C(C=CC=C1)C(C)=O (o-hydroxyacetophenone), [OH-].[Na+] (sodium hydroxide), Tris(triphenylphosphine)ruthenium (II) chloride. The solvent is C=1(C(=CC=CC1)C)C (xylene), C=1(C(=CC=CC1)C)C (xylene). Run at temperature 140 celsius, time 1 hour. The product is OC1=C(C=CC=C1)C(C)O (1-(o-hydroxylphenyl)ethanol). As a reaction SMILES: [OH:1][C:2]1[CH:7]=[CH:6][CH:5]=[CH:4][C:3]=1[C:8](=[O:10])[CH3:9].[OH-].[Na+]>C1(C)C(C)=CC=CC=1>[OH:1][C:2]1[CH:7]=[CH:6][CH:5]=[CH:4][C:3]=1[CH:8]([OH:10])[CH3:9] |f:1.2|. Procedure: Tris(triphenylphosphine)ruthenium (II) chloride (1.9 mg, 2 μmol, 0.5 mol %) and a chiral ligand (M=Ru, R=Ph, Ar=C6H5—, 1.3 μmol, 0.33 mol %) were dissolved in xylene (3 mL) under nitrogen atmosphere, and then heated and stirred for 1 h at 140° C. After the mixture was cooled to room temperature, o-hydroxyacetophenone (0.4 mmol), xylene (2 mL) and an aqueous solution of sodium hydroxide (0.4 mL, 0.2 M) were added thereto. Thereafter, the reaction system was placed in an autoclave, and stirred for...